Dataset: the Open Reaction Database (ORD), a public repository of structured organic reaction records. Task: describe an organic reaction: reactants, conditions, products, and yield Starting materials: CO, ClCCl, CSc1nccc(C(O)c2cnc(Cl)nc2Cl)n1, O=[Mn]=O. The product is CSc1nccc(C(=O)c2cnc(Cl)nc2Cl)n1. Reaction SMILES: [CH3:22][OH:23].[Cl:19][CH2:20][Cl:21].[Cl:1][c:2]1[n:3][cH:4][c:5]([CH:9]([OH:10])[c:11]2[n:12][c:13]([S:17][CH3:18])[n:14][cH:15][cH:16]2)[c:6]([Cl:8])[n:7]1.[O:24]=[Mn:25]=[O:26]>>[Cl:1][c:2]1[n:3][cH:4][c:5]([C:9](=[O:10])[c:11]2[n:12][c:13]([S:17][CH3:18])[n:14][cH:15][cH:16]2)[c:6]([Cl:8])[n:7]1. Reactants: ClC1=CC2=C(N=C(CS2)SC)C=C1 (7-chloro-3-methylthio-2H-1,4-benzothiazine), [H-].[Na+] (sodium hydride), CN(C=O)C (N,N-dimethylformamide), resultant mixture, C(#N)CC(=O)N (2-cyanoacetamide), C(C)(=O)O (acetic acid). Run in O (water). The product is C(#N)C(C(=O)N)=C1NSC2=C(C1)C=CC(=C2)Cl (2-cyano-2-(7-chloro-2,3-dihydro-4H-benzothiazin-3-ylidene)acetamide). Reaction SMILES: [H-].[Na+].C[N:4](C)[CH:5]=[O:6].[C:8]([CH2:10][C:11]([NH2:13])=O)#[N:9].[Cl:14][C:15]1[CH:26]=[CH:25][C:18]2N=C(SC)C[S:22][C:17]=2[CH:16]=1.[C:27](O)(=O)C>O>[C:8]([C:10](=[C:11]1[CH2:27][C:18]2[CH:25]=[CH:26][C:15]([Cl:14])=[CH:16][C:17]=2[S:22][NH:13]1)[C:5]([NH2:4])=[O:6])#[N:9] |f:0.1|. Reported procedure: To approximately 23 parts of sodium hydride in 4800 parts of N,N-dimethylformamide at room temperature under nitrogen is added, portionwise with stirring, 78 parts of 2-cyanoacetamide. Approximately 15 minutes later, a solution of 7-chloro-3-methylthio-2H-1,4-benzothiazine preparable as described in Part B of this example is slowly introduced, whereupon the reaction mixture is heated at 55° for 3 hours and then allowed to cool to room temperature overnight, stirring being continuous and the nitr... The reactants are C1CCOC1, COc1ccc(C(=O)c2ccc(NS(C)(=O)=O)cc2)cc1, CC1(C)CC(=O)CC(C)(C)C1, [Cl-], [Cl-], [Cl-], [Cl-], [K+], [K+], O=C([O-])[O-], O, [Ti+4]. Product: COc1ccc(C(=C2CC(C)(C)CC(C)(C)C2)c2ccc(NS(C)(=O)=O)cc2)cc1. As a reaction SMILES: [CH2:39]1[O:40][CH2:41][CH2:42][CH2:43]1.[CH3:12][O:13][c:14]1[cH:15][cH:16][c:17]([C:18](=[O:19])[c:20]2[cH:21][cH:22][c:23]([NH:26][S:27](=[O:28])(=[O:29])[CH3:30])[cH:24][cH:25]2)[cH:31][cH:32]1.[CH3:1][C:2]1([CH3:11])[CH2:3][C:4](=[O:10])[CH2:5][C:6]([CH3:8])([CH3:9])[CH2:7]1.[Cl-:45].[Cl-:46].[Cl-:47].[Cl-:48].[K+:33].[K+:34].[O-:35][C:36]([O-:37])=[O:38].[OH2:44].[Ti+4:49]>>[CH3:1][C:2]1([CH3:11])[CH2:3][C:4](=[C:18]([c:17]2[cH:16][cH:15][c:14]([O:13][CH3:12])[cH:32][cH:31]2)[c:20]2[cH:21][cH:22][c:23]([NH:26][S:27](=[O:28])(=[O:29])[CH3:30])[cH:24][cH:25]2)[CH2:5][C:6]([CH3:8])([CH3:9])[CH2:7]1.